This data is from the Open Reaction Database (ORD), a public repository of structured organic reaction records. The task is: describe an organic reaction: reactants, conditions, products, and yield The reactants are C(C)(C)(C)C1=NC2=C(N1CC1CCC(CC1)(F)F)C=CC(=C2)S(=O)(=O)N2CC(C2)N=C=O (2-tert-butyl-1-[(4,4-difluorocyclohexyl)methyl]-5-[(3-isocyanatoazetidin-1-yl)sulfonyl]-1H-benzimidazole), C(C)N (ethylamine). Run in C1CCOC1 (THF), C1CCOC1 (THF), CCOC(=O)C (EtOAc). Reaction conditions: time 4 hour. Product: C(C)(C)(C)C1=NC2=C(N1CC1CCC(CC1)(F)F)C=CC(=C2)S(=O)(=O)N2CC(C2)NC(=O)NCC (N-[1-({2-tert-butyl-1-[(4,4-difluorocyclohexyl)methyl]-1H-benzimidazol-5-yl}sulfonyl)azetidin-3-yl]-N′-ethylurea). Yield: 44.0%. RXN SMILES: [C:1]([C:5]1[N:9]([CH2:10][CH:11]2[CH2:16][CH2:15][C:14]([F:18])([F:17])[CH2:13][CH2:12]2)[C:8]2[CH:19]=[CH:20][C:21]([S:23]([N:26]3[CH2:29][CH:28]([N:30]=[C:31]=[O:32])[CH2:27]3)(=[O:25])=[O:24])=[CH:22][C:7]=2[N:6]=1)([CH3:4])([CH3:3])[CH3:2].[CH2:33]([NH2:35])[CH3:34]>C1COCC1.CCOC(C)=O>[C:1]([C:5]1[N:9]([CH2:10][CH:11]2[CH2:12][CH2:13][C:14]([F:17])([F:18])[CH2:15][CH2:16]2)[C:8]2[CH:19]=[CH:20][C:21]([S:23]([N:26]3[CH2:27][CH:28]([NH:30][C:31]([NH:35][CH2:33][CH3:34])=[O:32])[CH2:29]3)(=[O:25])=[O:24])=[CH:22][C:7]=2[N:6]=1)([CH3:4])([CH3:2])[CH3:3]. Procedure details: A solution of 2-tert-butyl-1-[(4,4-difluorocyclohexyl)methyl]-5-[(3-isocyanatoazetidin-1-yl)sulfonyl]-1H-benzimidazole in THF (4.0 mL, 0.095 mmol) (see following step B for preparation) was added to a solution of ethylamine (100 uL, 2.0 M in THF, 0.2 mmol) in THF (2.0 mL). The reaction mixture was stirred for 4 h at room temperature, diluted with EtOAc (50 mL), washed with NaHCO3 (2×5 mL) and dried over Na2SO4. The crude product was purified by MPLC using EtOAc/MeOH (20:1) on silica gel to give ... The reactants are [C-]#N, COC(=O)c1cccc(N)c1C(=O)OC, Cl, N#C[Cu], [K+], O=N[O-], [Na+], [Na+], [Na+], O=C([O-])[O-], O. The product is COC(=O)c1cccc(C#N)c1C(=O)OC. As a reaction SMILES: [C-:30]#[N:31].[CH3:1][O:2][C:3]([c:4]1[c:5]([C:11](=[O:12])[O:13][CH3:14])[c:6]([NH2:10])[cH:7][cH:8][cH:9]1)=[O:15].[ClH:16].[Cu:27][C:28]#[N:29].[K+:32].[N:17]([O-:18])=[O:19].[Na+:20].[Na+:21].[Na+:22].[O-:23][C:24](=[O:25])[O-:26].[OH2:33]>>[CH3:1][O:2][C:3]([c:4]1[c:5]([C:11](=[O:12])[O:13][CH3:14])[c:6]([C:28]#[N:29])[cH:7][cH:8][cH:9]1)=[O:15]. The reactants are C=C(C)C1C(CCCC1)=O (2-(prop-1-en-2-yl)cyclohexanone), N=1CCCCC1 (2,3,4,5-tetrahydropyridine), Cl[Sn](Cl)(Cl)Cl (SnCl4). Run in ClCCCl (1,2-dichloroethane). Product: C/C=1/CC2N(C(CCCC/C1)=O)CCCC2 ((E)-12-methyl-3,4,7,8,9,10,13,13a-octahydro-1H-pyrido[1,2-a]azecin-6(2H)-one). Yield: 68.7%. Reaction SMILES: [CH2:1]=[C:2]([CH:4]1[CH2:9][CH2:8][CH2:7][CH2:6][C:5]1=[O:10])[CH3:3].[N:11]1[CH2:12][CH2:13][CH2:14][CH2:15][CH:16]=1.Cl[Sn](Cl)(Cl)Cl>ClCCCl>[CH3:3][C:2]1[CH2:1][CH:16]2[CH2:15][CH2:14][CH2:13][CH2:12][N:11]2[C:5](=[O:10])[CH2:6][CH2:7][CH2:8][CH2:9][CH:4]=1. Reported procedure: Following the general procedure as described in Example 17, 2-(prop-1-en-2-yl)cyclohexanone (0.88 g, 6.38 mmol), 2,3,4,5-tetrahydropyridine (0.64 g, 7.65 mmol), and SnCl4 (1.66 g, 6.38 mmol) in 1,2-dichloroethane (65 ml) were reacted to give the title product as a colorless liquid (0.97 g, 69% yield). Run in O (water). Procedure: 0.5 g of 1-(2,4-dimethoxy-6-aminophenyl)-3-(4-hydroxyphenyl)-prop-2-en-1-one, 20 mL methanol, and 1 g of palladium on carbon were mixed; and to the mixture was added 50 μL of sodium borohydride and placed under vacuum. The reaction was continued for 30 minutes or until hydrogen evolution ceased. The reaction mixture was diluted with 100 mL of water. Pale yellow to tan crystals of 1-(2,4-dimethoxy-6-aminophenyl)-3-(4-hydroxyphenyl)-propan-1-one formed. The crystals were obtained from the mixture ... Reaction SMILES: [CH3:1][O:2][C:3]1[CH:8]=[C:7]([O:9][CH3:10])[CH:6]=[C:5]([NH2:11])[C:4]=1[C:12](=[O:22])[CH:13]=[CH:14][C:15]1[CH:20]=[CH:19][C:18]([OH:21])=[CH:17][CH:16]=1.CO.[BH4-].[Na+].[H][H]>[Pd].O>[CH3:1][O:2][C:3]1[CH:8]=[C:7]([O:9][CH3:10])[CH:6]=[C:5]([NH2:11])[C:4]=1[C:12](=[O:22])[CH2:13][CH2:14][C:15]1[CH:16]=[CH:17][C:18]([OH:21])=[CH:19][CH:20]=1 |f:2.3|. The product is COC1=C(C(=CC(=C1)OC)N)C(CCC1=CC=C(C=C1)O)=O (1-(2,4-dimethoxy-6-aminophenyl)-3-(4-hydroxyphenyl)-propan-1-one). The reactants are [BH4-].[Na+] (sodium borohydride), [H][H] (hydrogen), COC1=C(C(=CC(=C1)OC)N)C(C=CC1=CC=C(C=C1)O)=O (1-(2,4-dimethoxy-6-aminophenyl)-3-(4-hydroxyphenyl)-prop-2-en-1-one), CO (methanol). Reagents/catalysts: [Pd] (palladium on carbon). Starting materials: C(C)OOP(=O)(OOCC)C(C1=CC=C(C=O)C=C1)O (4-[[(Di-ethoxy)phosphono]hydroxymethyl]benzaldehyde), N(=[N+]=[N-])CC(=O)OCC (ethyl α-azidoacetate), CO (MeOH), C[O-].[Na+] (NaOMe). The solvent is C (MeH). Run at temperature -78 celsius. The product is N(=[N+]=[N-])C(C(=O)OC)=CC1=CC=C(C=C1)C(O)P(=O)(OOCC)OOCC (Methyl α-azido-4-[[(Diethoxy)phosphono]hydroxymethyl]cinnamate). Yield: 48.1%. Reaction SMILES: [CH2:1]([O:3][O:4][P:5]([CH:11]([OH:20])[C:12]1[CH:19]=[CH:18][C:15]([CH:16]=O)=[CH:14][CH:13]=1)([O:7][O:8][CH2:9][CH3:10])=[O:6])[CH3:2].[N:21]([CH2:24][C:25]([O:27][CH2:28]C)=[O:26])=[N+:22]=[N-:23].CO.C[O-].[Na+]>C>[N:21]([C:24](=[CH:16][C:15]1[CH:18]=[CH:19][C:12]([CH:11]([P:5]([O:7][O:8][CH2:9][CH3:10])([O:4][O:3][CH2:1][CH3:2])=[O:6])[OH:20])=[CH:13][CH:14]=1)[C:25]([O:27][CH3:28])=[O:26])=[N+:22]=[N-:23] |f:3.4|. Reported procedure: To a dry 1 L round bottom flask was added 10.9 g (40 mmol) of 37, 52 g (400 mmol, 10 equivalents) of ethyl α-azidoacetate and 200 mL of anhydrous MeOH and the solution stirred under argon at -78° C. To this was added via syringe over 10 minutes, 59 mL (320 mmol, 8 equivalents) of NaOMe, 5.4M in MeH. The reaction was stirred briefly (5 minutes) at -78° C., then at 0° C. (1 hour). The yellow suspension was partitioned between ice-cold brine (400 mL) and EtOAc (3×250 mL). The combined EtOAc was was... The reactants are CCOC(=O)C (AcOEt), Cl.Cl.ClC=1C=C(C=NC1N[C@H]1CNCC1)/C=C/C(=O)OCC (ethyl (2E)-3-{5-chloro-6-[(3R)-3-pyrrolidinylamino]-3-pyridinyl}acrylate dihydrochloride), ClC1=NC=CC=N1 (2-chloropyrimidine), C(C)(C)N(C(C)C)CC (N,N-diisopropylethylamine). Run in O (H2O), CN(C)C=O (DMF). Product: ClC=1C=C(C=NC1N[C@H]1CN(CC1)C1=NC=CC=N1)/C=C/C(=O)OCC (ethyl (2E)-3-(5-chloro-6-{[(3R)-1-(2-pyrimidinyl)-3-pyrrolidinyl]amino}-3-pyridinyl)acrylate). The yield is 78.9%. As a reaction SMILES: Cl.Cl.[Cl:3][C:4]1[CH:5]=[C:6](/[CH:16]=[CH:17]/[C:18]([O:20][CH2:21][CH3:22])=[O:19])[CH:7]=[N:8][C:9]=1[NH:10][C@@H:11]1[CH2:15][CH2:14][NH:13][CH2:12]1.Cl[C:24]1[N:29]=[CH:28][CH:27]=[CH:26][N:25]=1.C(N(CC)C(C)C)(C)C.CCOC(C)=O>CN(C=O)C.O>[Cl:3][C:4]1[CH:5]=[C:6](/[CH:16]=[CH:17]/[C:18]([O:20][CH2:21][CH3:22])=[O:19])[CH:7]=[N:8][C:9]=1[NH:10][C@@H:11]1[CH2:15][CH2:14][N:13]([C:24]2[N:29]=[CH:28][CH:27]=[CH:26][N:25]=2)[CH2:12]1 |f:0.1.2|. Procedure details: A solution of ethyl (2E)-3-{5-chloro-6-[(3R)-3-pyrrolidinylamino]-3-pyridinyl}acrylate dihydrochloride (700 mg), 2-chloropyrimidine (283 mg) and N,N-diisopropylethylamine (1.09 ml) in DMF (20 ml) was stirred at 80-85° C. for 12 hours under atmospheric pressure of nitrogen. The reaction mixture was poured into a mixture of AcOEt and H2O and the organic layer was washed with brine and dried over MgSO4. The solvent was evaporated in vacuo and the residue was chromatographed on silicagel eluting wit...